From a dataset of the Open Reaction Database (ORD), a public repository of structured organic reaction records. describe an organic reaction: reactants, conditions, products, and yield Reactants: FC1=C(C=CC=C1)C=1C2=C(N=C(CN1)N)SC=C2 (5-(2-fluoro-phenyl)-3H-thieno[2,3-e][1,4]diazepin-2-ylamine), solution, ClCl (chlorine), [OH-].[Na+] (sodium hydroxide). Run in CO (methanol), ClCCl (dichloromethane), CO (methanol), ClCCl (dichloromethane). Run at time 5 minute. Product: ClC1=CC2=C(N=C(CN=C2C2=C(C=CC=C2)F)N)S1 (7-chloro-5-(2-fluoro-phenyl)-3H-thieno[2,3-e][1,4]diazepin-2-ylamine). Reaction SMILES: [F:1][C:2]1[CH:7]=[CH:6][CH:5]=[CH:4][C:3]=1[C:8]1[C:9]2[CH:18]=[CH:17][S:16][C:10]=2[N:11]=[C:12]([NH2:15])[CH2:13][N:14]=1.[Cl:19]Cl.[OH-].[Na+]>CO.ClCCl>[Cl:19][C:17]1[S:16][C:10]2[N:11]=[C:12]([NH2:15])[CH2:13][N:14]=[C:8]([C:3]3[CH:4]=[CH:5][CH:6]=[CH:7][C:2]=3[F:1])[C:9]=2[CH:18]=1 |f:2.3|. Procedure details: 19 g of 5-(2-fluoro-phenyl)-3H-thieno[2,3-e][1,4]diazepin-2-ylamine were dissolved in 730 ml of 5% methanol in dichloromethane, treated while stirring well with 327 g of a 2.8% solution of chlorine gas in 5% methanol in dichloromethane and stirred at room temperature under argon for 5 minutes. Thereafter, the reaction mixture was poured into 600 ml of 0.2N sodium hydroxide solution while cooling with ice and extracted. The dichloromethane extracts were dried with sodium sulphate, filtered and th...